This data is from the Open Reaction Database (ORD), a public repository of structured organic reaction records. The task is: describe an organic reaction: reactants, conditions, products, and yield Starting materials: NC1=C(NC2=CC(=CC=C12)Cl)C(CC)=O (3-amino-6-chloro-2-propionylindole), C(C)(=O)Cl (acetyl chloride). Product: C(C)(=O)NC1=C(NC2=CC(=CC=C12)Cl)C(CC)=O (3-Acetylamino-6-chloro-2-propionylindole). As a reaction SMILES: [NH2:1][C:2]1[C:10]2[C:5](=[CH:6][C:7]([Cl:11])=[CH:8][CH:9]=2)[NH:4][C:3]=1[C:12](=[O:15])[CH2:13][CH3:14].[C:16](Cl)(=[O:18])[CH3:17]>>[C:16]([NH:1][C:2]1[C:10]2[C:5](=[CH:6][C:7]([Cl:11])=[CH:8][CH:9]=2)[NH:4][C:3]=1[C:12](=[O:15])[CH2:13][CH3:14])(=[O:18])[CH3:17]. Procedure: The title compound was prepared according to the procedure described in Example 19 employing 3-amino-6-chloro-2-propionylindole (Example 87) and acetyl chloride. m.p.: >270° C. 1H-NMR (DMSO-d6) δ: 11.72 (1H, br s), 9.93 (1H, br s), 7.59 (1H, d, J=8.4 Hz), 7.43 (1H, s), 7.07 (1H, d, J=8.4 Hz), 2.94 (2H, q, J=7.0 Hz), 2.15 (3H, s), 1.09 (3H, t, J=7.0 Hz) Reactants: C1CCOC1, CO, COC(=O)C(=O)Nc1cnn2ccc(N3CCCC3c3cc(F)ccc3F)nc12, O. Product: O=C(O)C(=O)Nc1cnn2ccc(N3CCCC3c3cc(F)ccc3F)nc12. As a reaction SMILES: [CH2:30]1[O:31][CH2:32][CH2:33][CH2:34]1.[CH3:35][OH:36].[F:1][c:2]1[c:3]([CH:9]2[N:10]([c:14]3[n:15][c:16]4[n:17]([cH:18][cH:19]3)[n:20][cH:21][c:22]4[NH:23][C:24]([C:25](=[O:26])[O:27][CH3:28])=[O:29])[CH2:11][CH2:12][CH2:13]2)[cH:4][c:5]([F:8])[cH:6][cH:7]1.[OH2:37]>>[F:1][c:2]1[c:3]([CH:9]2[N:10]([c:14]3[n:15][c:16]4[n:17]([cH:18][cH:19]3)[n:20][cH:21][c:22]4[NH:23][C:24]([C:25](=[O:26])[OH:27])=[O:29])[CH2:11][CH2:12][CH2:13]2)[cH:4][c:5]([F:8])[cH:6][cH:7]1. Reactants: [Br-], COc1ccc([Mg+])c(C)c1, CON(C)C(=O)c1cccc(C(F)(F)F)c1F. Product: COc1ccc(C(=O)c2cccc(C(F)(F)F)c2F)c(C)c1. RXN SMILES: [Br-:18].[CH3:19][c:20]1[c:21]([Mg+:28])[cH:22][cH:23][c:24]([O:26][CH3:27])[cH:25]1.[F:1][c:2]1[c:3]([C:4](=[O:5])[N:6]([O:7][CH3:8])[CH3:9])[cH:10][cH:11][cH:12][c:13]1[C:14]([F:15])([F:16])[F:17]>>[F:1][c:2]1[c:3]([C:4](=[O:5])[c:21]2[c:20]([CH3:19])[cH:25][c:24]([O:26][CH3:27])[cH:23][cH:22]2)[cH:10][cH:11][cH:12][c:13]1[C:14]([F:15])([F:16])[F:17]. Starting materials: CCOC=CC(=O)OCC, [Na+], [OH-], O. Product: CCOC=CC(=O)[O-], [Na+]. As a reaction SMILES: [CH2:1]([CH3:2])[O:3][CH:4]=[CH:5][C:6](=[O:7])[O:8][CH2:9][CH3:10].[Na+:12].[OH-:11].[OH2:13]>>[CH2:1]([CH3:2])[O:3][CH:4]=[CH:5][C:6](=[O:7])[O-:8].[Na+:12]. The reactants are FC(S(=O)(=O)OC=1C=CC=C2C=CC(=NC12)C1=NN=C2N1C=CC(=C2)OCCOC)(F)F (2-(7-(2-methoxyethoxy)-[1,2,4]triazolo[4,3-a]pyridin-3-yl)quinolin-8-yl trifluoromethane sulfonate), Binap-rac, N1(CCNCC1)C(=O)OC(C)(C)C (tert-butyl piperazine-1-carboxylate), C(=O)([O-])[O-].[Cs+].[Cs+] (Cs2CO3). Reagents/catalysts: C=1C=CC(=CC1)/C=C/C(=O)/C=C/C2=CC=CC=C2.C=1C=CC(=CC1)/C=C/C(=O)/C=C/C2=CC=CC=C2.C=1C=CC(=CC1)/C=C/C(=O)/C=C/C2=CC=CC=C2.[Pd].[Pd] (Pd2dba3). Solvent: C1(=CC=CC=C1)C (toluene). Conditions: temperature 100 celsius, time 16 hour. The product is COCCOC1=CC=2N(C=C1)C(=NN2)C2=NC1=C(C=CC=C1C=C2)N2CCN(CC2)C(=O)OC(C)(C)C (tert-butyl 4-(2-(7-(2-methoxyethoxy)-[1,2,4]triazolo[4,3-a]pyridin-3-yl)quinolin-8-yl)piperazine-1-carboxylate). Yield: 75.7%. Reaction SMILES: FC(F)(F)S(O[C:7]1[CH:8]=[CH:9][CH:10]=[C:11]2[C:16]=1[N:15]=[C:14]([C:17]1[N:21]3[CH:22]=[CH:23][C:24]([O:26][CH2:27][CH2:28][O:29][CH3:30])=[CH:25][C:20]3=[N:19][N:18]=1)[CH:13]=[CH:12]2)(=O)=O.[N:33]1([C:39]([O:41][C:42]([CH3:45])([CH3:44])[CH3:43])=[O:40])[CH2:38][CH2:37][NH:36][CH2:35][CH2:34]1.C([O-])([O-])=O.[Cs+].[Cs+]>C1(C)C=CC=CC=1.C1C=CC(/C=C/C(/C=C/C2C=CC=CC=2)=O)=CC=1.C1C=CC(/C=C/C(/C=C/C2C=CC=CC=2)=O)=CC=1.C1C=CC(/C=C/C(/C=C/C2C=CC=CC=2)=O)=CC=1.[Pd].[Pd]>[CH3:30][O:29][CH2:28][CH2:27][O:26][C:24]1[CH:23]=[CH:22][N:21]2[C:17]([C:14]3[CH:13]=[CH:12][C:11]4[C:16](=[C:7]([N:36]5[CH2:35][CH2:34][N:33]([C:39]([O:41][C:42]([CH3:45])([CH3:44])[CH3:43])=[O:40])[CH2:38][CH2:37]5)[CH:8]=[CH:9][CH:10]=4)[N:15]=3)=[N:18][N:19]=[C:20]2[CH:25]=1 |f:2.3.4,6.7.8.9.10|. Procedure: 2-(7-(2-methoxyethoxy)-[1,2,4]triazolo[4,3-a]pyridin-3-yl)quinolin-8-yl trifluoromethane sulfonate (0.027 g, 0.0576 mmol), tert-butyl piperazine-1-carboxylate (0.0215 g, 0.115 mmol), Cs2CO3 (0.0282 g, 0.0865 mmol), Pd2dba3 (0.00528 g, 0.00576 mmol) and Binap-rac (0.00718 g, 0.0115 mmol) were combined in toluene (0.5 mL) in a sealed vial. The reaction mixture was stirred at 100° C. for 16 hours then concentrated under reduced pressure. The resulting residue was diluted with EtOAc, washed with aqu...